The task is: describe an organic reaction: reactants, conditions, products, and yield. This data is from the Open Reaction Database (ORD), a public repository of structured organic reaction records. Reactants: Fc1cccc(Br)c1, CC1(C)OC(=O)Nc2ccc(Br)cc21. The product is CC1(C)OC(=O)Nc2ccc(-c3cccc(F)c3)cc21. As a reaction SMILES: [Br:15][c:16]1[cH:17][c:18]([F:22])[cH:19][cH:20][cH:21]1.[Br:1][c:2]1[cH:3][c:4]2[c:5]([cH:13][cH:14]1)[NH:6][C:7](=[O:12])[O:8][C:9]2([CH3:10])[CH3:11]>>[c:2]1(-[c:16]2[cH:17][c:18]([F:22])[cH:19][cH:20][cH:21]2)[cH:3][c:4]2[c:5]([cH:13][cH:14]1)[NH:6][C:7](=[O:12])[O:8][C:9]2([CH3:10])[CH3:11]. Starting materials: CCO, O, Cn1c(S)nc2ccsc2c1=O, O=C(c1ccc(CCl)cc1)n1ccc2ccccc21. Product: Cn1c(SCc2ccc(C(=O)n3ccc4ccccc43)cc2)nc2ccsc2c1=O. RXN SMILES: [CH3:32][CH2:33][OH:34].[OH2:35].[SH:1][c:2]1[n:3]([CH3:12])[c:4](=[O:11])[c:5]2[c:6]([n:7]1)[cH:8][cH:9][s:10]2.[n:13]1([C:22](=[O:23])[c:24]2[cH:25][cH:26][c:27]([CH2:28][Cl:29])[cH:30][cH:31]2)[cH:14][cH:15][c:16]2[cH:17][cH:18][cH:19][cH:20][c:21]12>>[S:1]([c:2]1[n:3]([CH3:12])[c:4](=[O:11])[c:5]2[c:6]([n:7]1)[cH:8][cH:9][s:10]2)[CH2:28][c:27]1[cH:26][cH:25][c:24]([C:22]([n:13]2[cH:14][cH:15][c:16]3[cH:17][cH:18][cH:19][cH:20][c:21]23)=[O:23])[cH:31][cH:30]1.